From a dataset of the Open Reaction Database (ORD), a public repository of structured organic reaction records. describe an organic reaction: reactants, conditions, products, and yield Solvent: O1CCOCC1 (1,4-dioxane), CN(C=O)C (N,N-dimethylformamide). Reported procedure: A solution of Intermediate 1 (0.35 g, 2.497 mmol) and iso-butyryl chloride (FLUKA, 0.262 mL, 2.497 mmol) in a mixture of 1,4-dioxane (4 mL) and N,N-dimethylformamide (1 mL) was heated under reflux overnight. The reaction was then concentrated under vacuum and the residue was purified by flash chromatography (Si, eluting with DCM:MeOH mixtures, gradient from 100:0% to 90:10%) to yield the title compound as a white solid. As a reaction SMILES: [NH2:1][C:2]1[N:7]([NH2:8])[C:6](=[O:9])[CH:5]=[C:4]([CH3:10])[N:3]=1.[C:11](Cl)(=O)[CH:12]([CH3:14])[CH3:13]>O1CCOCC1.CN(C)C=O>[CH3:10][C:4]1[CH:5]=[C:6]([OH:9])[N:7]2[N:8]=[C:11]([CH:12]([CH3:14])[CH3:13])[N:1]=[C:2]2[N:3]=1. The reactants are NC1=NC(=CC(N1N)=O)C (2,3-diamino-6-methyl-4(3H)-pyrimidinone), C(C(C)C)(=O)Cl (iso-butyryl chloride). Product: CC1=NC=2N(C(=C1)O)N=C(N2)C(C)C (5-methyl-2-(1-methylethyl)[1,2,4]triazolo[1,5-a]pyrimidin-7-ol).